Dataset: the Open Reaction Database (ORD), a public repository of structured organic reaction records. Task: describe an organic reaction: reactants, conditions, products, and yield The reactants are C(CC(=O)O)(=O)O.C(C)[K] (ethyl potassium malonate), [Mg+2].[Cl-].[Cl-] (MgCl2), C(=O)(N1C=NC=C1)N1C=NC=C1 (CDI), FC=1C(=NC=CC1)C(=O)O (3-fluoro-pyridine-2-carboxylic acid). The solvent is O1CCCC1 (tetrahydrofuran), O (water), O1CCCC1 (tetrahydrofuran). Run at temperature 50 celsius, time 4 hour. Yields the product C(C)OC(CC(=O)C1=NC=CC=C1F)=O (3-(3-Fluoro-pyridin-2-yl)-3-oxo-propionic acid ethyl ester). RXN SMILES: [C:1]([OH:7])(=[O:6])[CH2:2][C:3]([OH:5])=O.[CH2:8]([K])[CH3:9].[Mg+2].[Cl-].[Cl-].[F:14][C:15]1[C:16](C(O)=O)=[N:17][CH:18]=[CH:19][CH:20]=1.C(N1C=CN=C1)(N1C=CN=C1)=O>O1CCCC1.O>[CH2:8]([O:7][C:1](=[O:6])[CH2:2][C:3]([C:16]1[C:15]([F:14])=[CH:20][CH:19]=[CH:18][N:17]=1)=[O:5])[CH3:9] |f:0.1,2.3.4|. Procedure: To a solution of ethyl potassium malonate (2) (452 mg, 2.66 mmol) in tetrahydrofuran (5 mL) was added MgCl2 (202 mg, 2.13 mL). The mixture was stirred at 50° C. for 4 h and then cooled to room temperature. In another flask a solution of 3-fluoro-pyridine-2-carboxylic acid (1) (250 mg, 1.77 mmol) in tetrahydrofuran (5 mL) was taken and CDI (carbonyldiimidazole) (489 mg, 3.01 mmol) was added at 10° C. The mixture was stirred at room temperature for 1 h, this reaction mixture was then added to the ...